This data is from the Open Reaction Database (ORD), a public repository of structured organic reaction records. The task is: describe an organic reaction: reactants, conditions, products, and yield Starting materials: product, P(Br)(Br)Br (phosphorus tribromide), oil, C(=O)([O-])[O-].[K+].[K+] (K2CO3), SC1=C2NC=NC2=NC=N1 (6-mercaptopurine), ClC1=NC2=C(C=CC=C2C=C1CO)C ((2-chloro-8-methylquinolin-3-yl)methanol), COC1=C(C=CC=C1)B(O)O (2-methoxybenzeneboronic acid), [O-]P(=O)([O-])[O-].[K+].[K+].[K+] (potassium phosphate tribasic). The reagents and catalysts are C=1C=CC(=CC1)[P](C=2C=CC=CC2)(C=3C=CC=CC3)[Pd]([P](C=4C=CC=CC4)(C=5C=CC=CC5)C=6C=CC=CC6)([P](C=7C=CC=CC7)(C=8C=CC=CC8)C=9C=CC=CC9)[P](C=1C=CC=CC1)(C=1C=CC=CC1)C=1C=CC=CC1 (Pd(PPh3)4). The solvent is CCOC(=O)C (EtOAc), C(Cl)Cl.C(C)OCC (DCM diethyl ether), CCOC(=O)C (EtOAc), C(Cl)Cl (DCM), CN(C)C=O (DMF), COCCOC (DME), O (water). Run at temperature 120 celsius, time 2 hour. The product is COC1=C(C=CC=C1)C1=NC2=C(C=CC=C2C=C1CSC1=C2NC=NC2=NC=N1)C (2-(2-Methoxyphenyl)-8-methyl-3-[(7H-purin-6-ylthio)methyl]quinoline). Yield: 42.3%. RXN SMILES: Cl[C:2]1[C:11]([CH2:12]O)=[CH:10][C:9]2[C:4](=[C:5]([CH3:14])[CH:6]=[CH:7][CH:8]=2)[N:3]=1.[CH3:15][O:16][C:17]1[CH:22]=[CH:21][CH:20]=[CH:19][C:18]=1B(O)O.[O-]P([O-])([O-])=O.[K+].[K+].[K+].P(Br)(Br)Br.C([O-])([O-])=O.[K+].[K+].[SH:44][C:45]1[N:53]=[CH:52][N:51]=[C:50]2[C:46]=1[NH:47][CH:48]=[N:49]2>COCCOC.O.CCOC(C)=O.C(Cl)Cl.CN(C=O)C.C(Cl)Cl.C(OCC)C.C1C=CC([P]([Pd]([P](C2C=CC=CC=2)(C2C=CC=CC=2)C2C=CC=CC=2)([P](C2C=CC=CC=2)(C2C=CC=CC=2)C2C=CC=CC=2)[P](C2C=CC=CC=2)(C2C=CC=CC=2)C2C=CC=CC=2)(C2C=CC=CC=2)C2C=CC=CC=2)=CC=1>[CH3:15][O:16][C:17]1[CH:22]=[CH:21][CH:20]=[CH:19][C:18]=1[C:2]1[C:11]([CH2:12][S:44][C:45]2[N:53]=[CH:52][N:51]=[C:50]3[C:46]=2[NH:47][CH:48]=[N:49]3)=[CH:10][C:9]2[C:4](=[C:5]([CH3:14])[CH:6]=[CH:7][CH:8]=2)[N:3]=1 |f:2.3.4.5,7.8.9,16.17,^1:86,88,107,126|. Procedure details: To a solution of (2-chloro-8-methylquinolin-3-yl)methanol (250 mg, 1.20 mmol) in DME (4 mL) and water (1 mL) was added 2-methoxybenzeneboronic acid (200 mg, 1.32 mmol), potassium phosphate tribasic (306 mg, 1.44 mmol) and Pd(PPh3)4 (69 mg, 0.06 mmol). The reaction mixture was heated to 120° C. under microwave irradiation for 1 h. The product was diluted with EtOAc (40 mL) and washed with water (10 mL). The organic layer was separated, dried (MgSO4), filtered and concentrated in vacuo to give a y... Starting materials: BrC1=CC(=C(C=C1)C(=O)N1CCN(CC1)C1=NC=C(C=C1C)CC)C ((4-bromo-2-methylphenyl)[4-(5-ethyl-3-methylpyridin-2-yl)piperazin-1-yl]methanone), O1C(NCC1)=O (oxazolidin-2-one). Product: C(C)C=1C=C(C(=NC1)N1CCN(CC1)C(=O)C1=C(C=C(C=C1)N1C(OCC1)=O)C)C (3-{4-[4-(5-ethyl-3-methylpyridin-2-yl)piperazine-1-carbonyl]-3-methylphenyl}oxazolidin-2-one). Isolated yield 79.6%. As a reaction SMILES: Br[C:2]1[CH:7]=[CH:6][C:5]([C:8]([N:10]2[CH2:15][CH2:14][N:13]([C:16]3[C:21]([CH3:22])=[CH:20][C:19]([CH2:23][CH3:24])=[CH:18][N:17]=3)[CH2:12][CH2:11]2)=[O:9])=[C:4]([CH3:25])[CH:3]=1.[O:26]1[CH2:30][CH2:29][NH:28][C:27]1=[O:31]>>[CH2:23]([C:19]1[CH:20]=[C:21]([CH3:22])[C:16]([N:13]2[CH2:14][CH2:15][N:10]([C:8]([C:5]3[CH:6]=[CH:7][C:2]([N:28]4[CH2:29][CH2:30][O:26][C:27]4=[O:31])=[CH:3][C:4]=3[CH3:25])=[O:9])[CH2:11][CH2:12]2)=[N:17][CH:18]=1)[CH3:24]. Procedure details: By reaction and treatment in the same manner as in Example 1 and using (4-bromo-2-methylphenyl)[4-(5-ethyl-3-methylpyridin-2-yl)piperazin-1-yl]methanone (350 mg) described in Preparation Example 129 and oxazolidin-2-one (114 mg), the title compound (283 mg) was obtained.